The task is: describe an organic reaction: reactants, conditions, products, and yield. This data is from the Open Reaction Database (ORD), a public repository of structured organic reaction records. Starting materials: ClCCl, COc1cc2c(Oc3cc4cnccc4nc3C)ccnc2cc1OCC1CO1, [Na+], [OH-], O, O=C(O)C(F)(F)F. Product: COc1cc2c(Oc3cc4cnccc4nc3C)ccnc2cc1OCC(O)CO. As a reaction SMILES: [CH2:40]([Cl:41])[Cl:42].[CH3:1][O:2][c:3]1[cH:4][c:5]2[c:6]([O:18][c:19]3[c:20]([CH3:29])[n:21][c:22]4[cH:23][cH:24][n:25][cH:26][c:27]4[cH:28]3)[cH:7][cH:8][n:9][c:10]2[cH:11][c:12]1[O:13][CH2:14][CH:15]1[O:16][CH2:17]1.[Na+:38].[OH-:37].[OH2:39].[OH:30][C:31]([C:32]([F:33])([F:34])[F:35])=[O:36]>>[CH3:1][O:2][c:3]1[cH:4][c:5]2[c:6]([O:18][c:19]3[c:20]([CH3:29])[n:21][c:22]4[cH:23][cH:24][n:25][cH:26][c:27]4[cH:28]3)[cH:7][cH:8][n:9][c:10]2[cH:11][c:12]1[O:13][CH2:14][CH:15]([CH2:17][OH:16])[OH:30].